From a dataset of the Open Reaction Database (ORD), a public repository of structured organic reaction records. describe an organic reaction: reactants, conditions, products, and yield Reactants: CC=1C=C(C(=O)C2=CNC=3C=C4C(=CC3C2=O)OCO4)C=CC1C (7-(3,4-dimethyl-benzoyl)-5H-[1,3]dioxolo[4,5-g]quinolin-8-one), white solid, [H-].[Na+] (sodium hydride), Br.BrCC=1C=NC=CC1 (3-bromomethylpyridine hydrobromide). The solvent is CN(C=O)C (N,N-dimethylformamide). The product is CC=1C=C(C(=O)C2=CN(C=3C=C4C(=CC3C2=O)OCO4)CC=4C=NC=CC4)C=CC1C (7-(3,4-Dimethyl-benzoyl)-5-pyridin-3-ylmethyl-5H-[1,3]dioxolo[4,5-g]quinolin-8-one). Reaction SMILES: [CH3:1][C:2]1[CH:3]=[C:4]([CH:21]=[CH:22][C:23]=1[CH3:24])[C:5]([C:7]1[C:16](=[O:17])[C:15]2[CH:14]=[C:13]3[O:18][CH2:19][O:20][C:12]3=[CH:11][C:10]=2[NH:9][CH:8]=1)=[O:6].[H-].[Na+].Br.Br[CH2:29][C:30]1[CH:31]=[N:32][CH:33]=[CH:34][CH:35]=1>CN(C)C=O>[CH3:1][C:2]1[CH:3]=[C:4]([CH:21]=[CH:22][C:23]=1[CH3:24])[C:5]([C:7]1[C:16](=[O:17])[C:15]2[CH:14]=[C:13]3[O:18][CH2:19][O:20][C:12]3=[CH:11][C:10]=2[N:9]([CH2:29][C:30]2[CH:31]=[N:32][CH:33]=[CH:34][CH:35]=2)[CH:8]=1)=[O:6] |f:1.2,3.4|. Reported procedure: Experimental conditions analogous to those described for Step 3 of Example 1, from 71 mg (0.22 mmol) of 7-(3,4-dimethyl-benzoyl)-5H-[1,3]dioxolo[4,5-g]quinolin-8-one, 23 mg of 60% sodium hydride, 72 mg of 3-bromomethylpyridine hydrobromide and 1.3 mL of N,N-dimethylformamide. Yield: 45 mg of a white solid: LC-MSD, m/z for C25H20N2O4 [M+H]+=413.5; HPLC retention time: 1.5 min. The reactants are BrC=1C=C(C(=C(C1)F)CO)F (5-Bromo-2-hydroxymethyl-1,3-difluoro-benzene), Br (hydrogen bromide), O (water). Run in C(C)(=O)O (acetic acid). Product: BrC=1C=C(C(=C(C1)F)CBr)F (5-Bromo-2-bromomethyl-1,3-difluoro-benzene). Yield: 98.0%. Reaction SMILES: [Br:1][C:2]1[CH:3]=[C:4]([F:11])[C:5]([CH2:9]O)=[C:6]([F:8])[CH:7]=1.[BrH:12].O>C(O)(=O)C>[Br:1][C:2]1[CH:3]=[C:4]([F:11])[C:5]([CH2:9][Br:12])=[C:6]([F:8])[CH:7]=1. Reported procedure: A solution of 5-Bromo-2-hydroxymethyl-1,3-difluoro-benzene (0.89 g, 4.0 mmol) and 30 wt % of hydrogen bromide in acetic acid was stirred at room temperature for 90 minutes before it was poured into 80 ml of water. The mixture was extracted with pentane (3×50 ml) and the combined organic layers were washed with water (3×20 ml), dried over MgSO4 and concentrated at low pressure to afford the desired product (10.0 g, 98% yield). 1H NMR (CDCl3) δ: 4.47 (s, 2H), 7.09–7.10 (m, 1H), 7.12–7.13 (m, 1H). The reactants are C(C)OC1=C(C(=CC(=C1)CC=1C(=NC(=NC1)N)N)OCC)C1=CC=C(C=C1)SC (5-(2,6-Diethoxy-4′-methylsulphanyl-biphenyl-4-ylmethyl)-pyrimidine-2,4-diamine), [O-]S(=O)(=S)[O-].[Na+].[Na+] (Na2S2O3), FC(C(=O)O)(F)F (trifluoroacetic acid), ClC1=CC(=CC=C1)C(=O)OO (m-chloroperbenzoic acid). The solvent is C(Cl)Cl (methylene chloride). Run at temperature 0 celsius, time 15 minute. Product: C(C)OC1=C(C(=CC(=C1)CC=1C(=NC(=NC1)N)N)OCC)C1=CC=C(C=C1)S(=O)(=O)C (5-(2,6-Diethoxy-4′-methanesulphonyl-biphenyl-4-ylmethyl)-pyrimidine-2,4-diamine). Reaction SMILES: [CH2:1]([O:3][C:4]1[CH:9]=[C:8]([CH2:10][C:11]2[C:12]([NH2:18])=[N:13][C:14]([NH2:17])=[N:15][CH:16]=2)[CH:7]=[C:6]([O:19][CH2:20][CH3:21])[C:5]=1[C:22]1[CH:27]=[CH:26][C:25](SC)=[CH:24][CH:23]=1)[CH3:2].F[C:31](F)(F)C(O)=O.ClC1C=CC=C(C(OO)=O)C=1.[O-:48][S:49]([O-:52])(=S)=O.[Na+].[Na+]>C(Cl)Cl>[CH2:1]([O:3][C:4]1[CH:9]=[C:8]([CH2:10][C:11]2[C:12]([NH2:18])=[N:13][C:14]([NH2:17])=[N:15][CH:16]=2)[CH:7]=[C:6]([O:19][CH2:20][CH3:21])[C:5]=1[C:22]1[CH:23]=[CH:24][C:25]([S:49]([CH3:31])(=[O:52])=[O:48])=[CH:26][CH:27]=1)[CH3:2] |f:3.4.5|. Procedure details: 5-(2,6-Diethoxy-4′-methylsulphanyl-biphenyl-4-ylmethyl)-pyrimidine-2,4-diamine (616 mg; 1.5 mmol) is suspended in methylene chloride (12 ml), and trifluoroacetic acid (0.276 ml; 3.6 mmol) is added. After cooling to 0° C., m-chloroperbenzoic acid (456 mg; 2.25 mmol) is added. After 40 minutes a 10% aqueous Na2S2O3 solution (15 ml) is added and the mixture is stirred at room temperature for 15 minutes. It is then extracted with methylene chloride (60 ml) and the extract is washed with an aqueous s... The reactants are CCCBr, COc1cc2c(Oc3ccc(Nc4ccc(C(C)(C)C)cc4)cc3)ccnc2cc1OCC1CCNCC1, O=C([O-])[O-], CN(C)C=O, CCOC(C)=O, [K+], [K+], O. The product is CCCN1CCC(COc2cc3nccc(Oc4ccc(Nc5ccc(C(C)(C)C)cc5)cc4)c3cc2OC)CC1. RXN SMILES: [Br:45][CH2:46][CH2:47][CH3:48].[C:1]([CH3:2])([CH3:3])([CH3:4])[c:5]1[cH:6][cH:7][c:8]([NH:11][c:12]2[cH:13][cH:14][c:15]([O:18][c:19]3[cH:20][cH:21][n:22][c:23]4[cH:24][c:25]([O:31][CH2:32][CH:33]5[CH2:34][CH2:35][NH:36][CH2:37][CH2:38]5)[c:26]([O:29][CH3:30])[cH:27][c:28]34)[cH:16][cH:17]2)[cH:9][cH:10]1.[C:39](=[O:40])([O-:41])[O-:42].[CH3:50][N:51]([CH3:52])[CH:53]=[O:54].[CH3:55][CH2:56][O:57][C:58](=[O:59])[CH3:60].[K+:43].[K+:44].[OH2:49]>>[C:1]([CH3:2])([CH3:3])([CH3:4])[c:5]1[cH:6][cH:7][c:8]([NH:11][c:12]2[cH:13][cH:14][c:15]([O:18][c:19]3[cH:20][cH:21][n:22][c:23]4[cH:24][c:25]([O:31][CH2:32][CH:33]5[CH2:34][CH2:35][N:36]([CH2:46][CH2:47][CH3:48])[CH2:37][CH2:38]5)[c:26]([O:29][CH3:30])[cH:27][c:28]34)[cH:16][cH:17]2)[cH:9][cH:10]1. Starting materials: COC(COCCOC1OCCCC1)=O (methyl[2-(tetrahydro-2H-pyran-2-yloxy)ethoxy]acetate), C1(=CC=C(C=C1)S(=O)(=O)[O-])C.[NH+]1=CC=CC=C1 (pyridinium p-toluenesulfonate). The solvent is CO (MeOH). The product is COC(COCCO)=O (methyl(2-hydroxyethoxy)acetate). Yield: 84.4%. RXN SMILES: [CH3:1][O:2][C:3](=[O:15])[CH2:4][O:5][CH2:6][CH2:7][O:8]C1CCCCO1.C1(C)C=CC(S([O-])(=O)=O)=CC=1.[NH+]1C=CC=CC=1>CO>[CH3:1][O:2][C:3](=[O:15])[CH2:4][O:5][CH2:6][CH2:7][OH:8] |f:1.2|. Reported procedure: A mixture of methyl[2-(tetrahydro-2H-pyran-2-yloxy)ethoxy]acetate (1.07 g) and pyridinium p-toluenesulfonate (24.6 mg) in MeOH (10 mL) was heated under reflux for 2 hours. After evaporation of solvent, the residue was purified by silica gel column chromatography eluting with a mixture of hexane and AcOEt (10:1-1:3) to give methyl(2-hydroxyethoxy)acetate as colorless oil (555 mg). The reactants are CC1(C(C2=CC=CC=C2C1CC(=O)O)=O)C (methyl 2-methyl-1-oxo-3-indane acetic acid), II, solution, C[O-].[Na+] (sodium methoxide), N(=O)OCCCC (n-butyl nitrite), Cl (hydrochloric acid). Run in CO (methanol), CO (methanol), CCOCC (ether). Yields the product ON1C(C2=CC=CC=C2C(=C1C)CC(=O)OC)=O (Methyl 1,2-Dihydro-2-hydroxy-3-methyl-1-oxo-4-isoquinoline Acetate). RXN SMILES: [CH3:1][C:2]1(C)[CH:10]([CH2:11][C:12]([OH:14])=[O:13])[C:9]2[C:4](=[CH:5][CH:6]=[CH:7][CH:8]=2)[C:3]1=[O:15].[N:17](OCCCC)=[O:18].[CH3:24][O-].[Na+].Cl>CO.CCOCC>[OH:18][N:17]1[C:2]([CH3:1])=[C:10]([CH2:11][C:12]([O:14][CH3:24])=[O:13])[C:9]2[C:4](=[CH:5][CH:6]=[CH:7][CH:8]=2)[C:3]1=[O:15] |f:2.3|. Reported procedure: A clear yellow solution of methyl 2-methyl-1-oxo-3-indane acetic acid (0.844 g., 3.87 mmol) and n-butyl nitrite (1.1 ml., 9.7 mmol) [W. A. Noyes, Org. Syn., Col. Vol. II, 108 (1943)] in 7.6 ml methanol was stirred as a 5% solution of sodium methoxide in methanol. (1.2 ml., 2.6 mmol) was added. Addition of 25 ml. ether to this red-brown solution followed by 1 N hydrochloric acid to pH 3-4 precipitated the title compound which was washed with water and ether and dried: 0.40 g. (42%) mp 185°-190°.